Dataset: the Open Reaction Database (ORD), a public repository of structured organic reaction records. Task: describe an organic reaction: reactants, conditions, products, and yield Starting materials: C1CCOC1, C[Si](C)(C)[N-][Si](C)(C)C, CCOC(C)=O, [Li+], O, Cc1ccc(S(=O)(=O)Cl)cc1, O=C1CCCN1c1ccccc1. The product is O=C1C(Cl)CCN1c1ccccc1. RXN SMILES: [CH2:35]1[O:36][CH2:37][CH2:38][CH2:39]1.[CH3:14][Si:15]([N-:16][Si:17]([CH3:18])([CH3:19])[CH3:20])([CH3:21])[CH3:22].[CH3:40][CH2:41][O:42][C:43]([CH3:44])=[O:45].[Li+:13].[OH2:34].[S:23]([c:24]1[cH:25][cH:26][c:27]([CH3:28])[cH:29][cH:30]1)(=[O:31])(=[O:32])[Cl:33].[c:1]1([N:7]2[C:8](=[O:12])[CH2:9][CH2:10][CH2:11]2)[cH:2][cH:3][cH:4][cH:5][cH:6]1>>[c:1]1([N:7]2[C:8](=[O:12])[CH:9]([Cl:33])[CH2:10][CH2:11]2)[cH:2][cH:3][cH:4][cH:5][cH:6]1.